describe an organic reaction: reactants, conditions, products, and yield From a dataset of the Open Reaction Database (ORD), a public repository of structured organic reaction records. The reactants are FC1=CC(=CC2=C1N(C(O2)=O)C(C)C)N2C(O[C@H](C2)C(=O)OC)=O (methyl (5R)-3-(4-fluoro-3-isopropyl-2-oxo-2,3-dihydro-6-benzoxazolyl)-2-oxo-5-oxazolidinecarboxylate), N (ammonia). The solvent is CO (methanol). Yields the product FC1=CC(=CC2=C1N(C(O2)=O)C(C)C)N2C(O[C@H](C2)C(=O)N)=O ((5R)-3-(4-fluoro-3-isopropyl-2-oxo-2,3-dihydro-6-benzoxazolyl)-2-oxo-5-oxazolidinecarboxamide). As a reaction SMILES: [F:1][C:2]1[C:7]2[N:8]([CH:12]([CH3:14])[CH3:13])[C:9](=[O:11])[O:10][C:6]=2[CH:5]=[C:4]([N:15]2[CH2:19][C@H:18]([C:20]([O:22]C)=O)[O:17][C:16]2=[O:24])[CH:3]=1.[NH3:25]>CO>[F:1][C:2]1[C:7]2[N:8]([CH:12]([CH3:14])[CH3:13])[C:9](=[O:11])[O:10][C:6]=2[CH:5]=[C:4]([N:15]2[CH2:19][C@H:18]([C:20]([NH2:25])=[O:22])[O:17][C:16]2=[O:24])[CH:3]=1. Reported procedure: Prepared from methyl (5R)-3-(4-fluoro-3-isopropyl-2-oxo-2,3-dihydro-6-benzoxazolyl)-2-oxo-5-oxazolidinecarboxylate (Step 4, 0.250 g, 7.39 mmol) and ammonia in methanol (5 ml) according to the method of EXAMPLE 86, Step 10 (0.14 g, 59%); MS for C14H14FN3O5 m/z 324 (M+H)+; 1H NMR (DMSO-d6, 300 Mhz) δ 7.88 (br s, 1H), 7.63 (br s, 1H), 7.53 (d, 1H), 7.44 (dd, 1H), 5.04 (dd, 1H), 4.55 (m, 1H), 4.26 (t, 1H), 4.02 (dd, 1H), 1.41 (dd, 6H). The reactants are CC#N, C[S+](C)C, O=Cc1ccc(C2(C(F)(F)F)N=N2)cc1, [I-], [K+], [OH-], O. Product: FC(F)(F)C1(c2ccc(C3CO3)cc2)N=N1. RXN SMILES: [CH3:24][C:25]#[N:26].[CH3:2][S+:3]([CH3:4])[CH3:5].[F:8][C:9]([C:10]1([c:13]2[cH:14][cH:15][c:16]([CH:17]=[O:18])[cH:19][cH:20]2)[N:11]=[N:12]1)([F:21])[F:22].[I-:1].[K+:7].[OH-:6].[OH2:23]>>[CH2:2]1[CH:17]([c:16]2[cH:15][cH:14][c:13]([C:10]3([C:9]([F:8])([F:21])[F:22])[N:11]=[N:12]3)[cH:20][cH:19]2)[O:18]1.